From a dataset of the Open Reaction Database (ORD), a public repository of structured organic reaction records. describe an organic reaction: reactants, conditions, products, and yield Reactants: O=C(CCl)N1CCOCC1, Cl, Cl, [H-], O=C(NN1CCNCC1)c1cnc(-c2ccccc2)nc1, [Na+], CN(C)C=O. Product: O=C(NN1CCN(CC(=O)N2CCOCC2)CC1)c1cnc(-c2ccccc2)nc1. RXN SMILES: [Cl:26][CH2:27][C:28](=[O:29])[N:30]1[CH2:31][CH2:32][O:33][CH2:34][CH2:35]1.[ClH:1].[ClH:2].[H-:25].[N:3]1([NH:9][C:10](=[O:11])[c:12]2[cH:13][n:14][c:15](-[c:18]3[cH:19][cH:20][cH:21][cH:22][cH:23]3)[n:16][cH:17]2)[CH2:4][CH2:5][NH:6][CH2:7][CH2:8]1.[Na+:24].[O:36]=[CH:37][N:38]([CH3:39])[CH3:40]>>[N:3]1([NH:9][C:10](=[O:11])[c:12]2[cH:13][n:14][c:15](-[c:18]3[cH:19][cH:20][cH:21][cH:22][cH:23]3)[n:16][cH:17]2)[CH2:4][CH2:5][N:6]([CH2:27][C:28](=[O:29])[N:30]2[CH2:31][CH2:32][O:33][CH2:34][CH2:35]2)[CH2:7][CH2:8]1. RXN SMILES: [C:1]1([S:7]([N:10]2[C:18]3[C:13](=[CH:14][C:15]([CH2:19][OH:20])=[CH:16][CH:17]=3)[CH2:12][CH2:11]2)(=[O:9])=[O:8])[CH:6]=[CH:5][CH:4]=[CH:3][CH:2]=1.C1C=C[NH+]=CC=1.C1C=C[NH+]=CC=1.[O-][Cr](O[Cr]([O-])(=O)=O)(=O)=O>C(Cl)Cl>[C:1]1([S:7]([N:10]2[C:18]3[C:13](=[CH:14][C:15]([CH:19]=[O:20])=[CH:16][CH:17]=3)[CH2:12][CH2:11]2)(=[O:8])=[O:9])[CH:2]=[CH:3][CH:4]=[CH:5][CH:6]=1 |f:1.2.3|. Procedure: molecular sieves (0.63 g) were added to a solution of 12 (0.24 g, 0.83 mmol) in CH2Cl2 (10 mL), PDC (0.63 g, 1.66 mmol). The mixture was stirred at room temperature overnight before it was filtered through celite. The organic layer was concentrated under reduced pressure then purified by silica gel chromatography (EtOAc:n-hexane=1:2) to afford 13 (0.19 g). 1H NMR (500 MHz, CDCl3): δ 3.05 (t, J=8.6 Hz, 2H), 4.01 (t, J=8.7 Hz, 2H), 7.46-7.49 (m, 2H), 7.58-7.62 (m, 2H), 7.71 (d, J=8.3 Hz, 1H), 7.75... Reaction conditions: time 8 hour. The product is C1(=CC=CC=C1)S(=O)(=O)N1CCC2=CC(=CC=C12)C=O (1-Benzenesulfonyl-2,3-dihydro-1H-indole-5-carbaldehyde). Yield: 79.7%. Solvent: C(Cl)Cl (CH2Cl2). Starting materials: C1(=CC=CC=C1)S(=O)(=O)N1CCC2=CC(=CC=C12)CO ((1-Benzenesulfonyl-2,3-dihydro-1H-indol-5-yl)-methanol), C1=CC=[NH+]C=C1.C1=CC=[NH+]C=C1.[O-][Cr](=O)(=O)O[Cr](=O)(=O)[O-] (PDC). Reactants: CS(=O)(=O)C1=NC=CC(=N1)N1N=CC2=CC=CC=C12 (1-(2-Methanesulfonylpyrimidin-4-yl)-1H-indazole), C(C)OC(=O)[C@@H]1CC[C@H](CC1)N (trans-4-Amino-cyclohexane-carboxylic acid ethyl ester), TEA. Run in C1CCOC1 (THF). Reaction conditions: temperature 60 celsius, time 8 hour. Product: C(C)OC(=O)[C@@H]1CC[C@H](CC1)NC1=NC=CC(=N1)N1N=CC2=CC=CC=C12 (trans-4-(4-indazol-1-ylpyrimidin-2-ylamino)-cyclohexanecarboxylic acid ethyl ester). The yield is 33.8%. As a reaction SMILES: CS([C:5]1[N:10]=[C:9]([N:11]2[C:19]3[C:14](=[CH:15][CH:16]=[CH:17][CH:18]=3)[CH:13]=[N:12]2)[CH:8]=[CH:7][N:6]=1)(=O)=O.[CH2:20]([O:22][C:23]([C@H:25]1[CH2:30][CH2:29][C@H:28]([NH2:31])[CH2:27][CH2:26]1)=[O:24])[CH3:21]>C1COCC1>[CH2:20]([O:22][C:23]([C@H:25]1[CH2:30][CH2:29][C@H:28]([NH:31][C:5]2[N:10]=[C:9]([N:11]3[C:19]4[C:14](=[CH:15][CH:16]=[CH:17][CH:18]=4)[CH:13]=[N:12]3)[CH:8]=[CH:7][N:6]=2)[CH2:27][CH2:26]1)=[O:24])[CH3:21]. Reported procedure: 1-(2-Methanesulfonylpyrimidin-4-yl)-1H-indazole (6.4 g) was suspended in THF and the mixture heated to 60° C. until complete dissolution of the solids. trans-4-Amino-cyclohexane-carboxylic acid ethyl ester (7.99 g, 46.6 mmol) was added, followed by TEA (9.7 mL, 69.9 mmol), and the resulting mixture stirred overnight. The reaction mixture was concentrated under reduced pressure until solids started to precipitate, and was then heated to 60° C. for 24 h. THF (4 mL) was added, and the reaction mixt... The reactants are [OH-].[Na+] (NaOH), C1=CC=CC1 (cyclopentadiene), C1(CCCCC1)Br (cyclohexyl bromide). Reagents/catalysts: CCCCCCCC[N+](C)(CCCCCCCC)CCCCCCCC.[Cl-] (Aliquat 336). Run in O (water). Conditions: temperature 8 celsius, time 2 hour. The product is C1(CCCCC1)C=1C(=C(CC1)C1CCCCC1)C1CCCCC1 (tri(cyclohexyl)cyclopentadiene). RXN SMILES: [OH-].[Na+].[CH:3]1[CH2:7][CH:6]=[CH:5][CH:4]=1.[CH:8]1(Br)[CH2:13][CH2:12][CH2:11][CH2:10][CH2:9]1>CCCCCCCC[N+](CCCCCCCC)(CCCCCCCC)C.[Cl-].O>[CH:8]1([C:4]2[C:3]([CH:8]3[CH2:13][CH2:12][CH2:11][CH2:10][CH2:9]3)=[C:7]([CH:8]3[CH2:13][CH2:12][CH2:11][CH2:10][CH2:9]3)[CH2:6][CH:5]=2)[CH2:13][CH2:12][CH2:11][CH2:10][CH2:9]1 |f:0.1,4.5|. Reported procedure: A double-walled reactor having a volume of 1 L, provided with baffles, condenser, top stirrer, thermometer and dropping funnel, was charged with 600 g of clear 50% strength NaOH (7.5 mol), followed by cooling to 8° C. Then 20 g of Aliquat 336 (49 mmol) and 33 g (0.5 mol) of freshly cracked cyclopentadiene were added. The reaction mixture was stirred vigorously for a few minutes, then 256 g of cyclohexyl bromide (1.57 mol) were added, while the reaction mixture was cooled with circulating water a... The reactants are NC1=NC=CC=C1OCC1=CC=CC=C1 (2-amino-3-benzyloxypyridine), C[Si]([N-][Si](C)(C)C)(C)C.[Li+] (lithium hexamethyldisilazide), C(CCC)I (n-butyl iodide). The solvent is O1CCCC1 (tetrahydrofuran), O1CCCC1 (tetrahydrofuran). Run at temperature 0 celsius, time 30 minute. The product is C(C1=CC=CC=C1)OC=1C(=NC=CC1)NCCCC (3-Benzyloxy-2-butylaminopyridine), solid. The yield is 86.0%. Reaction SMILES: [NH2:1][C:2]1[C:7]([O:8][CH2:9][C:10]2[CH:15]=[CH:14][CH:13]=[CH:12][CH:11]=2)=[CH:6][CH:5]=[CH:4][N:3]=1.C[Si](C)(C)[N-][Si](C)(C)C.[Li+].[CH2:26](I)[CH2:27][CH2:28][CH3:29]>O1CCCC1>[CH2:9]([O:8][C:7]1[C:2]([NH:1][CH2:26][CH2:27][CH2:28][CH3:29])=[N:3][CH:4]=[CH:5][CH:6]=1)[C:10]1[CH:11]=[CH:12][CH:13]=[CH:14][CH:15]=1 |f:1.2|. Reported procedure: To 2-amino-3-benzyloxypyridine (2.50 g, 12.5 mmol) dissolved in tetrahydrofuran (10 mL) and cooled to 0° C. was slowly added a solution of 1N lithium hexamethyldisilazide in tetrahydrofuran (12.5 mL, 12.5 mmol). The ice bath was removed and the solution stirred for 30 minutes. The bath was replaced and n-butyl iodide (2.30 g, 1.4 mL, 12.5 mmol) was added to the solution. After the addition was complete, the bath was removed and the solution stirred at ambient temperature overnight. The reaction ... The reactants are CN(C)C=O, O=C(C(CCCl)c1ccccc1)N1C2CCCC1CC2, CCN(C(C)C)C(C)C, Cl, [I-], [K+], c1cc(N2CCNCC2)c2cc[nH]c2c1. Yields the product O=C(C(CCN1CCN(c2cccc3[nH]ccc23)CC1)c1ccccc1)N1C2CCCC1CC2. As a reaction SMILES: [CH3:48][N:49]([CH3:50])[CH:51]=[O:52].[CH:16]12[CH2:17][CH2:18][CH2:19][CH:20]([CH2:21][CH2:22]1)[N:23]2[C:24]([CH:25]([CH2:26][CH2:27][Cl:28])[c:29]1[cH:30][cH:31][cH:32][cH:33][cH:34]1)=[O:35].[CH:36]([N:37]([CH:38]([CH3:39])[CH3:40])[CH2:41][CH3:42])([CH3:43])[CH3:44].[ClH:47].[I-:46].[K+:45].[nH:1]1[cH:2][cH:3][c:4]2[c:5]([N:10]3[CH2:11][CH2:12][NH:13][CH2:14][CH2:15]3)[cH:6][cH:7][cH:8][c:9]12>>[nH:1]1[cH:2][cH:3][c:4]2[c:5]([N:10]3[CH2:11][CH2:12][N:13]([CH2:27][CH2:26][CH:25]([C:24]([N:23]4[CH:16]5[CH2:17][CH2:18][CH2:19][CH:20]4[CH2:21][CH2:22]5)=[O:35])[c:29]4[cH:30][cH:31][cH:32][cH:33][cH:34]4)[CH2:14][CH2:15]3)[cH:6][cH:7][cH:8][c:9]12. Starting materials: ClC1=CC(=C(NC(=O)OC2=CC=CC=C2)C(=C1C)[N+](=O)[O-])F (4-chloro-2-fluoro-5-methyl-6-nitro-N-phenoxycarbonylaniline), N\C(=C/C(=O)OCC)\C(F)(F)F (Ethyl 3-amino-4,4,4-trifluorocrotonate), N12CCCCCC2=NCCC1 (1,8-diazabicyclo[5.4.0]undec-7-ene), Cl (hydrochloric acid). Solvent: CN(C=O)C (dimethylformamide), O (Water), CN(C=O)C (dimethylformamide). Run at temperature -10 celsius. Product: ClC1=C(C(=C(C(=C1)F)N1C(NC(=CC1=O)C(F)(F)F)=O)[N+](=O)[O-])C (3-(4-chloro-6-fluoro-3-methyl-2-nitrophenyl)-6-trifluoromethyl-2,4(1H, 3H)-pyrimidinedione). Isolated yield 104.9%. As a reaction SMILES: [NH2:1]/[C:2](/[C:9]([F:12])([F:11])[F:10])=[CH:3]\[C:4]([O:6]CC)=O.N12CCCN=C1CCCCC2.[Cl:24][C:25]1[C:40]([CH3:41])=[C:39]([N+:42]([O-:44])=[O:43])[C:28]([NH:29][C:30](OC2C=CC=CC=2)=[O:31])=[C:27]([F:45])[CH:26]=1.Cl>CN(C)C=O.O>[Cl:24][C:25]1[CH:26]=[C:27]([F:45])[C:28]([N:29]2[C:4](=[O:6])[CH:3]=[C:2]([C:9]([F:10])([F:11])[F:12])[NH:1][C:30]2=[O:31])=[C:39]([N+:42]([O-:44])=[O:43])[C:40]=1[CH3:41]. Procedure: Ethyl 3-amino-4,4,4-trifluorocrotonate (6.1 g, 33.1 mmol) was dissolved in dimethylformamide (47 ml) and stirred at −10 ° C. To this solution was slowly added 1,8-diazabicyclo[5.4.0]undec-7-ene (6.3 g, 41.4 mmol) and solution stirred for 0.5 hr. To this solution was slowly added a solution of 4-chloro-2-fluoro-5-methyl-6-nitro-N-phenoxycarbonylaniline (8.5 g) in dimethylformamide (25 ml) followed by stirring at ambient temperature for 14 hr. Solution was then heated to 80 ° C. and stirred at thi...